Dataset: the Open Reaction Database (ORD), a public repository of structured organic reaction records. Task: describe an organic reaction: reactants, conditions, products, and yield Reactants: NC1=C(CN)C=CC=C1 (2-Aminobenzylamine), CC1=CC(=NO1)C(=O)Cl (5-methyl-3-isoxazoyl chloride). The product is CC1=CC(=NO1)C(=O)NCC1=C(C=CC=C1)N (N-(5-Methylisoxaz-3-oyl)-2-Aminobenzylamine). As a reaction SMILES: [NH2:1][C:2]1[CH:9]=[CH:8][CH:7]=[CH:6][C:3]=1[CH2:4][NH2:5].[CH3:10][C:11]1[O:15][N:14]=[C:13]([C:16](Cl)=[O:17])[CH:12]=1>>[CH3:10][C:11]1[O:15][N:14]=[C:13]([C:16]([NH:5][CH2:4][C:3]2[CH:6]=[CH:7][CH:8]=[CH:9][C:2]=2[NH2:1])=[O:17])[CH:12]=1. Procedure details: 2-Aminobenzylamine (490 mg, 4.01 mmol) and 5-methyl-3-isoxazoyl chloride (437 mg, 3.01 mmol) were converted to the title compound by the procedure of Preparation 1 to yield 250 mg. (36%). MS(FD) m/z 231 (M+). 1H NMR consistent with desired product.